The task is: describe an organic reaction: reactants, conditions, products, and yield. This data is from the Open Reaction Database (ORD), a public repository of structured organic reaction records. The reactants are C(CCCCCCCCC)=C1C(N(C(S1)=O)CCCCOC=1C=2N(C=CC1)C=CN2)=O (5-decylidene-3-[4-(imidazo[1,2-a]pyridin-8-yloxy)butyl]thiazolidine-2,4-dione), Cl.C(C)(=O)OCC (hydrochloric acid ethyl acetate). Run in CO (methanol). Yields the product Cl.C(CCCCCCCCC)=C1C(N(C(S1)=O)CCCCOC=1C=2N(C=CC1)C=CN2)=O (5-decylidene-3-[4-(imidazo[1,2-a]pyridin-8-yloxy)butyl]thiazolidine-2,4-dione hydrochloride). Reaction SMILES: [CH:1](=[C:11]1[S:15][C:14](=[O:16])[N:13]([CH2:17][CH2:18][CH2:19][CH2:20][O:21][C:22]2[C:23]3[N:24]([CH:28]=[CH:29][N:30]=3)[CH:25]=[CH:26][CH:27]=2)[C:12]1=[O:31])[CH2:2][CH2:3][CH2:4][CH2:5][CH2:6][CH2:7][CH2:8][CH2:9][CH3:10].[ClH:32].C(OCC)(=O)C>CO>[ClH:32].[CH:1](=[C:11]1[S:15][C:14](=[O:16])[N:13]([CH2:17][CH2:18][CH2:19][CH2:20][O:21][C:22]2[C:23]3[N:24]([CH:28]=[CH:29][N:30]=3)[CH:25]=[CH:26][CH:27]=2)[C:12]1=[O:31])[CH2:2][CH2:3][CH2:4][CH2:5][CH2:6][CH2:7][CH2:8][CH2:9][CH3:10] |f:1.2,4.5|. Procedure: To a methanol solution of 2.12 g (4.8 mmol) of 5-decylidene-3-[4-(imidazo[1,2-a]pyridin-8-yloxy)butyl]thiazolidine-2,4-dione, 1.25 ml of 4N hydrochloric acid-ethyl acetate was added, followed by stirring. After the solvent was distilled off, the residue was washed with ether to yield 1.88 g (81.6%, white solid) of the desired product. Reactants: CC(C)=O, ClC(Cl)Cl, O=C1NNC(c2ccncc2)C1c1ccc(Cl)c(Cl)c1. Product: CC(C)N1NC(=O)C(c2ccc(Cl)c(Cl)c2)C1c1ccncc1. Reaction SMILES: [CH3:21][C:22]([CH3:23])=[O:24].[CH:25]([Cl:26])([Cl:27])[Cl:28].[Cl:1][c:2]1[cH:3][c:4]([CH:9]2[C:10](=[O:20])[NH:11][NH:12][CH:13]2[c:14]2[cH:15][cH:16][n:17][cH:18][cH:19]2)[cH:5][cH:6][c:7]1[Cl:8]>>[Cl:1][c:2]1[cH:3][c:4]([CH:9]2[C:10](=[O:20])[NH:11][N:12]([CH:22]([CH3:21])[CH3:23])[CH:13]2[c:14]2[cH:15][cH:16][n:17][cH:18][cH:19]2)[cH:5][cH:6][c:7]1[Cl:8]. The reactants are F\C(\C(=O)OCC)=C(/C)\C1=C(C=C2C(CC=C(C2=C1)C(C)(C)C)(C)C)OCCC (ethyl (2E)-2-fluoro-3-(4,4 dimethyl-6-n-propoxy-1-tert-butyl-3,4-dihydronaphthalen-7-yl)-2-butenoate), [H-].C(C(C)C)[Al+]CC(C)C (diisobutylaluminum hydride). Yields the product F\C(\CO)=C(/C)\C1=C(C=C2C(CC=C(C2=C1)C(C)(C)C)(C)C)OCCC ((2E)-2-Fluoro-3-(4,4-dimethyl-6-n-propoxy-1-tert-butyl-3,4-dihydronaphthalen-7-yl)-2-butenol). The solvent is C1CCOC1 (THF). Reported procedure: As described in General Procedure G-1, ethyl (2E)-2-fluoro-3-(4,4 dimethyl-6-n-propoxy-1-tert-butyl-3,4-dihydronaphthalen-7-yl)-2-butenoate (Compound A-48, 0.044 g, 0.109 mmol) and diisobutylaluminum hydride (1.0 M in hexanes, 0.87 mL, 0.87 mmol) were reacted in THF (0.87 mL) to produce the title compound as an oil. RXN SMILES: [F:1]/[C:2](=[C:8](/[C:10]1[CH:19]=[C:18]2[C:13]([C:14]([CH3:25])([CH3:24])[CH2:15][CH:16]=[C:17]2[C:20]([CH3:23])([CH3:22])[CH3:21])=[CH:12][C:11]=1[O:26][CH2:27][CH2:28][CH3:29])\[CH3:9])/[C:3](OCC)=[O:4].[H-].C([Al+]CC(C)C)C(C)C>C1COCC1>[F:1]/[C:2](=[C:8](/[C:10]1[CH:19]=[C:18]2[C:13]([C:14]([CH3:25])([CH3:24])[CH2:15][CH:16]=[C:17]2[C:20]([CH3:22])([CH3:21])[CH3:23])=[CH:12][C:11]=1[O:26][CH2:27][CH2:28][CH3:29])\[CH3:9])/[CH2:3][OH:4] |f:1.2|. Reactants: S(O)(O)(=O)=O (sulfuric acid), C(C)C1=NC=CC(=C1)C(=O)O (2-ethylpyridine-4-carboxylic acid), C(C)O (ethanol). Run in O (water). Reaction conditions: time 64 hour. Yields the product C(C)C1=NC=CC(=C1)C(=O)OCC (ethyl 2-ethylpyridine-4-carboxylate). Reaction SMILES: S(=O)(=O)(O)O.[CH2:6]([C:8]1[CH:13]=[C:12]([C:14]([OH:16])=[O:15])[CH:11]=[CH:10][N:9]=1)[CH3:7].[CH2:17](O)[CH3:18]>O>[CH2:6]([C:8]1[CH:13]=[C:12]([C:14]([O:16][CH2:17][CH3:18])=[O:15])[CH:11]=[CH:10][N:9]=1)[CH3:7]. Reported procedure: 2.35 ml of concentrated sulfuric acid are added to a solution of 5 g of 2-ethylpyridine-4-carboxylic acid in 75 ml of ethanol. The reaction mixture is refluxed with stirring for about 64 hours and then concentrated to dryness under reduced pressure. The residue thus obtained is taken up in 500 ml of water and then extracted with 500 ml of dichloromethane. The organic phase is dried over magnesium sulfate, filtered and then concentrated to dryness under reduced pressure. 5.08 g of ethyl 2-ethylpy... Starting materials: S(=O)(Cl)Cl (thionyl chloride), CNS(=O)(=O)C=1C=C(C2=C(OCCO2)C1)C(=O)O (7-methylsulfamoyl-1,4-benzodioxane-5-carboxylic acid). Run in C(Cl)(Cl)Cl (chloroform). Product: CNS(=O)(=O)C=1C=C(C2=C(OCCO2)C1)C(=O)Cl (7-methylsulfamoyl-1,4-benzodioxane-5-carbonyl chloride). Reaction SMILES: S(Cl)([Cl:3])=O.[CH3:5][NH:6][S:7]([C:10]1[CH:11]=[C:12]([C:20]([OH:22])=O)[C:13]2[O:18][CH2:17][CH2:16][O:15][C:14]=2[CH:19]=1)(=[O:9])=[O:8]>C(Cl)(Cl)Cl>[CH3:5][NH:6][S:7]([C:10]1[CH:11]=[C:12]([C:20]([Cl:3])=[O:22])[C:13]2[O:18][CH2:17][CH2:16][O:15][C:14]=2[CH:19]=1)(=[O:9])=[O:8]. Reported procedure: 176.5 g of thionyl chloride were introduced into a balloon flask provided with a condenser. Then, in portions, 135 g of 7-methylsulfamoyl-1,4-benzodioxane-5-carboxylic acid were added under heating at 40°-45° C. The mixture was heated under reflux and then treated with 250 cm3 chloroform. The precipitate was dried off and washed with chloroform. Starting materials: Cl, [N-]=[N+]=NCC1Cc2cc(Cl)cc(-c3ccccc3)c2O1. Yields the product NCC1Cc2cc(Cl)cc(-c3ccccc3)c2O1. RXN SMILES: [ClH:21].[N:1](=[N+:2]=[N-:3])[CH2:4][CH:5]1[O:6][c:7]2[c:8]([cH:10][c:11]([Cl:20])[cH:12][c:13]2-[c:14]2[cH:15][cH:16][cH:17][cH:18][cH:19]2)[CH2:9]1>>[NH2:1][CH2:4][CH:5]1[O:6][c:7]2[c:8]([cH:10][c:11]([Cl:20])[cH:12][c:13]2-[c:14]2[cH:15][cH:16][cH:17][cH:18][cH:19]2)[CH2:9]1. Yields the product COC(=O)c1ccc(C(C)NC(=O)c2cc(Cl)cnc2COc2cccc(F)c2)cc1. Starting materials: O=C(O)c1cc(Cl)cnc1COc1cccc(F)c1, Cl, COC(=O)c1ccc(C(C)N)cc1. Reaction SMILES: [Cl:1][c:2]1[cH:3][n:4][c:5]([CH2:11][O:12][c:13]2[cH:14][c:15]([F:19])[cH:16][cH:17][cH:18]2)[c:6]([C:7](=[O:8])[OH:9])[cH:10]1.[ClH:20].[NH2:21][CH:22]([CH3:23])[c:24]1[cH:25][cH:26][c:27]([C:28](=[O:29])[O:30][CH3:31])[cH:32][cH:33]1>>[Cl:1][c:2]1[cH:3][n:4][c:5]([CH2:11][O:12][c:13]2[cH:14][c:15]([F:19])[cH:16][cH:17][cH:18]2)[c:6]([C:7](=[O:9])[NH:21][CH:22]([CH3:23])[c:24]2[cH:25][cH:26][c:27]([C:28](=[O:29])[O:30][CH3:31])[cH:32][cH:33]2)[cH:10]1. Product: COc1cc2nc(N3CCc4c(ncn4Cc4ccccc4)C3)[nH]c(=O)c2cc1OC. The reactants are c1ccc(Cn2cnc3c2CCNC3)cc1, COCCO, CCN(C(C)C)C(C)C, COc1cc2[nH]c(Cl)nc(=O)c2cc1OC, Cl, Cl, O. RXN SMILES: [CH2:19]([c:20]1[cH:21][cH:22][cH:23][cH:24][cH:25]1)[n:26]1[cH:27][n:28][c:29]2[c:34]1[CH2:33][CH2:32][NH:31][CH2:30]2.[CH3:44][O:45][CH2:46][CH2:47][OH:48].[CH:35]([N:36]([CH:37]([CH3:38])[CH3:39])[CH2:40][CH3:41])([CH3:42])[CH3:43].[Cl:1][c:2]1[nH:3][c:4]2[cH:5][c:6]([O:15][CH3:16])[c:7]([O:13][CH3:14])[cH:8][c:9]2[c:10](=[O:12])[n:11]1.[ClH:17].[ClH:18].[OH2:49]>>[c:2]1([N:31]2[CH2:30][c:29]3[n:28][cH:27][n:26]([CH2:19][c:20]4[cH:21][cH:22][cH:23][cH:24][cH:25]4)[c:34]3[CH2:33][CH2:32]2)[n:3][c:4]2[cH:5][c:6]([O:15][CH3:16])[c:7]([O:13][CH3:14])[cH:8][c:9]2[c:10](=[O:12])[nH:11]1. The reactants are N#Cc1ccc(S(=O)(=O)Cl)cc1, CCCOc1ccc(CNCc2ccco2)cc1, ClCCl, O. Yields the product CCCOc1ccc(CN(Cc2ccco2)S(=O)(=O)c2ccc(C#N)cc2)cc1. RXN SMILES: [C:1](#[N:2])[c:3]1[cH:4][cH:5][c:6]([S:9](=[O:10])(=[O:11])[Cl:12])[cH:7][cH:8]1.[CH2:13]([CH2:14][CH3:15])[O:16][c:17]1[cH:18][cH:19][c:20]([CH2:21][NH:22][CH2:23][c:24]2[o:25][cH:26][cH:27][cH:28]2)[cH:29][cH:30]1.[Cl:31][CH2:32][Cl:33].[OH2:34]>>[C:1](#[N:2])[c:3]1[cH:4][cH:5][c:6]([S:9](=[O:10])(=[O:11])[N:22]([CH2:21][c:20]2[cH:19][cH:18][c:17]([O:16][CH2:13][CH2:14][CH3:15])[cH:30][cH:29]2)[CH2:23][c:24]2[o:25][cH:26][cH:27][cH:28]2)[cH:7][cH:8]1. Reaction conditions: time 10 minute. Procedure: A p-nitrophenylferulate stock solution is made by dissolving p-nitrophenylacetate in dimethylsulfoxide (DMSO) to constitute a 0.1 M solution. Before assay, a sample of the stock solution is diluted 100-fold in 50 mM sodium acetate pH 5.0 to make a 1 mM solution. A 100 μl volume of 1 mM p-nitrophenylferulate is mixed with each dilution of the enzyme and then incubated at 25° C. for 10 minutes. Substrate alone, enzyme alone, and buffer alone are run as controls. p-Nitrophenol standard solutions of... Reaction SMILES: [N+](C1C=CC(/C(=C\C2C=CC(O)=C(OC)C=2)/C([O-])=O)=CC=1)([O-])=O.[N+](C1C=CC(CC([O-])=O)=CC=1)([O-])=O.C(O)C(N)(CO)CO.Cl.[N+:46]([C:49]1[CH:54]=[CH:53][C:52]([O-:55])=[CH:51][CH:50]=1)([O-:48])=[O:47]>CS(C)=O.C([O-])(=O)C.[Na+]>[CH:50]1[C:49]([N+:46]([O-:48])=[O:47])=[CH:54][CH:53]=[C:52]([OH:55])[CH:51]=1 |f:2.3,6.7|. The product is C1=CC(=CC=C1[N+](=O)[O-])O (p-Nitrophenol). The reactants are [N+](=O)([O-])C1=CC=C(C=C1)/C(/C(=O)[O-])=C\C1=CC(OC)=C(O)C=C1 (p-nitrophenylferulate), solution, [N+](=O)([O-])C1=CC=C(C=C1)/C(/C(=O)[O-])=C\C1=CC(OC)=C(O)C=C1 (p-nitrophenylferulate), [N+](=O)([O-])C1=CC=C(C=C1)CC(=O)[O-] (p-nitrophenylacetate), [N+](=O)([O-])C1=CC=C(C=C1)[O-] (p-nitrophenolate), solution, C(C(CO)(CO)N)O.Cl (Tris-HCl). Run in C(C)(=O)[O-].[Na+] (sodium acetate), CS(=O)C (dimethylsulfoxide), C(C)(=O)[O-].[Na+] (sodium acetate).